Dataset: the Open Reaction Database (ORD), a public repository of structured organic reaction records. Task: describe an organic reaction: reactants, conditions, products, and yield The reactants are NC1=C(C=NN1C1=NC=C(C=C1Cl)C(F)(F)F)C#N (5-amino-1-(3-chloro-5-trifluoromethylpyridin-2-yl)-4-cyanopyrazole), N1=CC=CC=C1 (pyridine), C(C)OCC (diethyl ether), C (charcoal), C(C)OCC (diethyl ether), C(C)(=O)Cl (Acetyl chloride). Run in C(Cl)Cl (methylene chloride), O (water). Conditions: temperature 5 celsius. The product is ClC=1C(=NC=C(C1)C(F)(F)F)N1N=CC(=C1N(C(=O)C)C(=O)C)C#N (1(3-chloro-5-trifluoromethylpyridin-2-yl)-4-cyano-5-bis(methylcarbonyl)aminopyrazole). RXN SMILES: [NH2:1][C:2]1[N:6]([C:7]2[C:12]([Cl:13])=[CH:11][C:10]([C:14]([F:17])([F:16])[F:15])=[CH:9][N:8]=2)[N:5]=[CH:4][C:3]=1[C:18]#[N:19].N1C=CC=CC=1.[C:26](Cl)(=[O:28])[CH3:27].C.[CH2:31]([O:33]CC)[CH3:32]>C(Cl)Cl.O>[Cl:13][C:12]1[C:7]([N:6]2[C:2]([N:1]([C:31]([CH3:32])=[O:33])[C:26]([CH3:27])=[O:28])=[C:3]([C:18]#[N:19])[CH:4]=[N:5]2)=[N:8][CH:9]=[C:10]([C:14]([F:17])([F:16])[F:15])[CH:11]=1. Procedure: Under a dry nitrogen atmosphere, a stirred mixture of 5.02 grams (0.0175 mole) of 5-amino-1-(3-chloro-5-trifluoromethylpyridin-2-yl)-4-cyanopyrazole and 12.7 grams (0.161 mole) of pyridine in 470 mL of methylene chloride was cooled to 5° C. Acetyl chloride (12.5 grams, 0.159 mole) was added dropwise. After the addition was complete, the reaction mixture was heated at reflux for approximately 20 hours. The mixture was then cooled, treated with decolorizing charcoal, and filtered through a pad of ... Reactants: C(C)(C)(C)OC(NC1CC2=C(C=CC=C2CC1)NC=1OC(=CN1)C1=CC=C(C=C1)C(F)(F)F)=O ({8-[5-(4-Trifluoromethylphenyl)oxazol-2-ylamino]-1,2,3,4-tetrahydro-naphthalen-2-yl}carbamic acid tert-butyl ester), C(C)(C)(C)OC(NC1CC2=C(C=CC=C2CC1)NC=1OC(=CN1)C1=CC=C(C=C1)C)=O ([8-(5-p-methylphenyloxazol-2-ylamino)-1,2,3,4-tetrahydronaphthalen-2-yl]carbamic acid tert-butyl ester). Yields the product FC(C1=CC=C(C=C1)C1=CN=C(O1)NC1=CC=CC=2CCC(CC12)N)(F)F (N1-[5-(4-Trifluoromethylphenyl)oxazol-2-yl]-5,6,7,8-tetrahydronaphthalene-1,7-diamine). Yield: 38.1%. Reaction SMILES: C(OC(=O)[NH:7][CH:8]1[CH2:17][CH2:16][C:15]2[C:10](=[C:11]([NH:18][C:19]3[O:20][C:21]([C:24]4[CH:29]=[CH:28][C:27]([C:30]([F:33])([F:32])[F:31])=[CH:26][CH:25]=4)=[CH:22][N:23]=3)[CH:12]=[CH:13][CH:14]=2)[CH2:9]1)(C)(C)C.C(OC(=O)NC1CCC2C(=C(NC3OC(C4C=CC(C)=CC=4)=CN=3)C=CC=2)C1)(C)(C)C>>[F:33][C:30]([F:31])([F:32])[C:27]1[CH:28]=[CH:29][C:24]([C:21]2[O:20][C:19]([NH:18][C:11]3[C:10]4[CH2:9][CH:8]([NH2:7])[CH2:17][CH2:16][C:15]=4[CH:14]=[CH:13][CH:12]=3)=[N:23][CH:22]=2)=[CH:25][CH:26]=1. Procedure: The title compound was prepared using the procedure as described in Example 20H substituting the product of Example 21A (120 mg, 0.253 mmol) for the product of Example 20G. The crude product was purified by trituration with Et2O/hexanes which resulted in 36 mg (38%) of the title compound as a white solid. 1H NMR (DMSO-d6) δ 9.32 (br s, 1H), 7.75 (m, 4H), 7.60 (s, 1H), 7.55 (d, J=7.8 Hz, 1H), 7.10 (t, J=7.8 Hz, 1H), 6.87 (d, J=7.8 Hz, 1H), 3.05-2.70 (m, 4H), 2.30 (m, 1H), 1.82 (m, 3H), 1.43 (m, 1... Reactants: ClCCl, CC(C)(C)OC(=O)NC1CCN(c2ccc(-c3c4cccc(C(F)(F)F)c4nn3Cc3c(F)cc(F)cc3F)cc2)C1, O=C(O)C(F)(F)F. Yields the product NC1CCN(c2ccc(-c3c4cccc(C(F)(F)F)c4nn3Cc3c(F)cc(F)cc3F)cc2)C1. RXN SMILES: [Cl:50][CH2:51][Cl:52].[F:1][c:2]1[c:3]([CH2:4][n:5]2[n:6][c:7]3[c:8]([C:33]([F:34])([F:35])[F:36])[cH:9][cH:10][cH:11][c:12]3[c:13]2-[c:14]2[cH:15][cH:16][c:17]([N:20]3[CH2:21][CH:22]([NH:25][C:26](=[O:27])[O:28][C:29]([CH3:30])([CH3:31])[CH3:32])[CH2:23][CH2:24]3)[cH:18][cH:19]2)[c:37]([F:42])[cH:38][c:39]([F:41])[cH:40]1.[OH:43][C:44]([C:45]([F:46])([F:47])[F:48])=[O:49]>>[F:1][c:2]1[c:3]([CH2:4][n:5]2[n:6][c:7]3[c:8]([C:33]([F:34])([F:35])[F:36])[cH:9][cH:10][cH:11][c:12]3[c:13]2-[c:14]2[cH:15][cH:16][c:17]([N:20]3[CH2:21][CH:22]([NH2:25])[CH2:23][CH2:24]3)[cH:18][cH:19]2)[c:37]([F:42])[cH:38][c:39]([F:41])[cH:40]1. The product is C(=O)(O)C(CC1=CC=C(C=C1)C=1C(=CC=CC1)S(=O)(=O)N(C1=NC=C(N=C1OC)C)C(=O)OCC(C)C)(C)C (4'-(2-carboxy-2-methylpropyl)- N-(isobutoxycarbonyl)- N-(3-methoxy-5 -methylpyrazin-2-yl)-2-biphenylsulphonamide). Yield: 33.0%. The reactants are C([O-])([O-])=O.[Na+].[Na+] (sodium carbonate), IC1=C(C=CC=C1)S(=O)(=O)N(C1=NC=C(N=C1OC)C)C(=O)OCC(C)C (2-iodo- N-(isobutoxycarbonyl)- N-(3-methoxy-5-methylpyrazin-2-yl)benzenesulphonamide), C(=O)(O)C(CC1=C(C=CC=C1)B(O)O)(C)C ((2-carboxy-2-methylpropyl)benzeneboronic acid), C(C)(=O)OCC (ethyl acetate). The reagents and catalysts are C1=CC=C(C=C1)P(C2=CC=CC=C2)C3=CC=CC=C3.C1=CC=C(C=C1)P(C2=CC=CC=C2)C3=CC=CC=C3.C1=CC=C(C=C1)P(C2=CC=CC=C2)C3=CC=CC=C3.C1=CC=C(C=C1)P(C2=CC=CC=C2)C3=CC=CC=C3.[Pd] (tetrakis(triphenylphosphine)palladium(O)). As a reaction SMILES: C(=O)([O-])[O-].[Na+].[Na+].I[C:8]1[CH:13]=[CH:12][CH:11]=[CH:10][C:9]=1[S:14]([N:17]([C:27]([O:29][CH2:30][CH:31]([CH3:33])[CH3:32])=[O:28])[C:18]1[C:23]([O:24][CH3:25])=[N:22][C:21]([CH3:26])=[CH:20][N:19]=1)(=[O:16])=[O:15].[C:34]([C:37]([CH3:49])([CH3:48])[CH2:38][C:39]1[CH:44]=[CH:43][CH:42]=[CH:41][C:40]=1B(O)O)([OH:36])=[O:35].C(OCC)(=O)C>O.C1(C)C=CC=CC=1.C(O)C.C1C=CC(P(C2C=CC=CC=2)C2C=CC=CC=2)=CC=1.C1C=CC(P(C2C=CC=CC=2)C2C=CC=CC=2)=CC=1.C1C=CC(P(C2C=CC=CC=2)C2C=CC=CC=2)=CC=1.C1C=CC(P(C2C=CC=CC=2)C2C=CC=CC=2)=CC=1.[Pd]>[C:34]([C:37]([CH3:49])([CH3:48])[CH2:38][C:39]1[CH:44]=[CH:43][C:42]([C:8]2[C:9]([S:14]([N:17]([C:27]([O:29][CH2:30][CH:31]([CH3:33])[CH3:32])=[O:28])[C:18]3[C:23]([O:24][CH3:25])=[N:22][C:21]([CH3:26])=[CH:20][N:19]=3)(=[O:16])=[O:15])=[CH:10][CH:11]=[CH:12][CH:13]=2)=[CH:41][CH:40]=1)([OH:36])=[O:35] |f:0.1.2,9.10.11.12.13|. Run in O (water), C1(=CC=CC=C1)C (toluene), C(C)O (ethanol), O (Water). Procedure details: A solution of sodium carbonate (2.86 g) in water (4 ml) was added to a soultion of 2-iodo- N-(isobutoxycarbonyl)- N-(3-methoxy-5-methylpyrazin-2-yl)benzenesulphonamide (6.2 g), (2-carboxy-2-methylpropyl)benzeneboronic acid (3.0 g) and tetrakis(triphenylphosphine)palladium(O) (235 mg) in toluene (30 ml) and ethanol (20 ml). The mixture was stirred vigorously and heated under reflux for 18 hours under an atmosphere of argon. Water (100 ml) and ethyl acetate (100 ml) were added and the organic laye... The reactants are CC1(OC(=O)CC(=O)O1)C (meldrum's acid), N1=CC=CC=C1 (pyridine), cyclobutylcarbonic acid chloride. Run in ClCCl (dichloromethane). Reaction conditions: time 8 hour. Yields the product COC(CC(=O)C1CCC1)=O (Methyl-2-cyclobutanoyl-acetate). As a reaction SMILES: C[C:2]1(C)[O:9][C:7](=[O:8])[CH2:6][C:4](=[O:5])O1.N1[CH:16]=[CH:15][CH:14]=[CH:13]C=1.C1([ClH]C(Cl)=O)CCC1>ClCCl>[CH3:2][O:9][C:7](=[O:8])[CH2:6][C:4]([CH:13]1[CH2:14][CH2:15][CH2:16]1)=[O:5]. Procedure: 22 g of meldrum's acid (2,2-dimethyl-1,3-dioxane-4,6-dione) (152.7 mmol) and 36.9 ml of pyridine (457.2 mmol) were dissolved in 200 ml of dichloromethane. 18.1 g of cyclobutylcarbonic acid chloride were added at 0 to 10° C. The reaction mixture was stirred overnight at room temperature, washed with 1 N HCl and extracted with dichloromethane. The organic layer was washed with water, dried over magnesium sulfate, filtered, and then concentrated to dryness. The oily residue was dissolved in 300 ml ... Starting materials: C#CCCl, CN(C)C=O, [H-], Nc1ccc2c(c1)NC(=O)CO2, [Na+], O. The product is C#CCN1C(=O)COc2ccc(N)cc21. Reaction SMILES: [CH2:15]([C:16]#[CH:17])[Cl:18].[CH3:20][N:21]([CH3:22])[CH:23]=[O:24].[H-:1].[NH2:3][c:4]1[cH:5][cH:6][c:7]2[c:8]([cH:14]1)[NH:9][C:10](=[O:13])[CH2:11][O:12]2.[Na+:2].[OH2:19]>>[NH2:3][c:4]1[cH:5][cH:6][c:7]2[c:8]([cH:14]1)[N:9]([CH2:17][C:16]#[CH:15])[C:10](=[O:13])[CH2:11][O:12]2. Yields the product ClCCCC(C(=O)O)C1=CC(=CC=C1)F (5-chloro-2-(3-fluorophenyl)pentanoic acid). Reaction conditions: temperature -78 celsius, time 3 hour. Reaction SMILES: [F:1][C:2]1[CH:3]=[C:4]([CH2:8][C:9]([OH:11])=[O:10])[CH:5]=[CH:6][CH:7]=1.C([Li])CCC.Br[CH2:18][CH2:19][CH2:20][Cl:21].Cl>C1COCC1.CCCCCC.C(OCC)(=O)C>[Cl:21][CH2:20][CH2:19][CH2:18][CH:8]([C:4]1[CH:5]=[CH:6][CH:7]=[C:2]([F:1])[CH:3]=1)[C:9]([OH:11])=[O:10]. Run in CCCCCC (hexane), C1CCOC1 (THF), C(C)(=O)OCC (ethyl acetate). The reactants are solution, C(CCC)[Li] (n-butyl lithium), BrCCCCl (1-bromo-3-chloropropane), FC=1C=C(C=CC1)CC(=O)O (3-fluorophenylacetic acid), Cl (hydrochloric acid). Reported procedure: A solution of 3-fluorophenylacetic acid (500 mg) in THF (15 mL) was stirred at −78° C. for 5 minutes. A 2.66 M solution of n-butyl lithium in hexane (2.44 mL) was added, and the reaction solution was stirred at −78° C. for three hours. Thereafter, the reaction solution was stirred at 0° C. for one hour, 1-bromo-3-chloropropane was added, and the reaction solution was stirred at room temperature for 17 hours. Thereafter, ethyl acetate and 1 N aqueous hydrochloric acid were added to the reaction s...